From a dataset of the Open Reaction Database (ORD), a public repository of structured organic reaction records. describe an organic reaction: reactants, conditions, products, and yield The reactants are COC(=O)CCCCCNc1ncnc2oc(Br)c(-c3ccc(OC)cc3)c12, [K+], [K+], [K+], C1COCCO1, OB(O)c1ccc(F)cc1, O=P([O-])([O-])[O-]. Yields the product COC(=O)CCCCCNc1ncnc2oc(-c3ccc(F)cc3)c(-c3ccc(OC)cc3)c12. Reaction SMILES: [CH3:1][O:2][C:3]([CH2:4][CH2:5][CH2:6][CH2:7][CH2:8][NH:9][c:10]1[c:11]2[c:12]([n:13][cH:14][n:15]1)[o:16][c:17]([Br:27])[c:18]2-[c:19]1[cH:20][cH:21][c:22]([O:25][CH3:26])[cH:23][cH:24]1)=[O:28].[K+:44].[K+:45].[K+:46].[O:47]1[CH2:48][CH2:49][O:50][CH2:51][CH2:52]1.[OH:29][B:30]([OH:31])[c:32]1[cH:33][cH:34][c:35]([F:36])[cH:37][cH:38]1.[P:39]([O-:40])([O-:41])([O-:42])=[O:43]>>[CH3:1][O:2][C:3]([CH2:4][CH2:5][CH2:6][CH2:7][CH2:8][NH:9][c:10]1[c:11]2[c:12]([n:13][cH:14][n:15]1)[o:16][c:17](-[c:32]1[cH:33][cH:34][c:35]([F:36])[cH:37][cH:38]1)[c:18]2-[c:19]1[cH:20][cH:21][c:22]([O:25][CH3:26])[cH:23][cH:24]1)=[O:28]. The solvent is CN(C=O)C (dimethylformamide), O (water), CN(C=O)C (dimethylformamide), CN(C=O)C (dimethylformamide). Yield: 28.6%. The reactants are OC1=NC=CC=C1 (2-hydroxypyridine), [H-].[Na+] (sodium hydride), resultant solution, O(C1=CC=CC=C1)C1=CC=C(OCCBr)C=C1 (2-(4-phenoxyphenoxy)ethyl bromide), [H][H] (hydrogen). As a reaction SMILES: [H-].[Na+].[OH:3][C:4]1[CH:9]=[CH:8][CH:7]=[CH:6][N:5]=1.[H][H].[O:12]([C:19]1[CH:28]=[CH:27][C:22]([O:23][CH2:24][CH2:25]Br)=[CH:21][CH:20]=1)[C:13]1[CH:18]=[CH:17][CH:16]=[CH:15][CH:14]=1>CN(C)C=O.O>[O:12]([C:19]1[CH:20]=[CH:21][C:22]([O:23][CH2:24][CH2:25][O:3][C:4]2[CH:9]=[CH:8][CH:7]=[CH:6][N:5]=2)=[CH:27][CH:28]=1)[C:13]1[CH:14]=[CH:15][CH:16]=[CH:17][CH:18]=1 |f:0.1|. Procedure details: To a suspension of sodium hydride (132 mg, 3.3 mmol; 60% in oil) in dimethylformamide (5 ml), a solution of 2-hydroxypyridine (314 mg, 3.3 mmol) in dimethylformamide (3 ml) was dropwise added with stirring, and stirring was continued at room temperature until the generation of hydrogen gas ceased. To the resultant solution, there was dropwise added a solution of 2-(4-phenoxyphenoxy)ethyl bromide (879 mg, 3.0 mmol) in dimethylformamide (3 ml), and the mixture was stirred at room temperature overn... Yields the product O(C1=CC=CC=C1)C1=CC=C(OCCOC2=NC=CC=C2)C=C1 (2-[2-(4-phenoxyphenoxy)ethoxy]pyridine). Reactants: CCCCc1ncc(C=CC(=O)OCC)n1Cc1ccccc1Cl, c1c[nH]cn1. The product is CCCCc1ncc(C=CC(=O)O)n1Cc1ccccc1Cl. Reaction SMILES: [CH2:1]([CH2:2][CH2:3][CH3:4])[c:5]1[n:6]([CH2:17][c:18]2[c:19]([Cl:24])[cH:20][cH:21][cH:22][cH:23]2)[c:7]([CH:10]=[CH:11][C:12](=[O:13])[O:14][CH2:15][CH3:16])[cH:8][n:9]1.[nH:25]1[cH:26][cH:27][n:28][cH:29]1>>[CH2:1]([CH2:2][CH2:3][CH3:4])[c:5]1[n:6]([CH2:17][c:18]2[c:19]([Cl:24])[cH:20][cH:21][cH:22][cH:23]2)[c:7]([CH:10]=[CH:11][C:12](=[O:13])[OH:14])[cH:8][n:9]1. Reactants: ClC1=C(C(=O)NCC23CC4CC(CC(C2)C4)C3)C=C(C=C1)OCCCl (2-chloro-5-(2-chloroethoxy)-N-(tricyclo[3.3.1.13,7]dec-1-ylmethyl)-benzamide), NC[C@@H](C)O ((R)-1-amino-2-propanol). Product: Cl.ClC1=C(C(=O)NCC23CC4CC(CC(C2)C4)C3)C=C(C=C1)OCCNC[C@@H](C)O ((R)-2-Chloro-5-[2-(2-hydroxypropylamino)ethoxy]-N-(tricyclo[3.3.1.13,7]dec-1-ylmethyl)-benzamide, hydrochloride), acetate salt. As a reaction SMILES: [Cl:1][C:2]1[CH:21]=[CH:20][C:19]([O:22][CH2:23][CH2:24]Cl)=[CH:18][C:3]=1[C:4]([NH:6][CH2:7][C:8]12[CH2:17][CH:12]3[CH2:13][CH:14]([CH2:16][CH:10]([CH2:11]3)[CH2:9]1)[CH2:15]2)=[O:5].[NH2:26][CH2:27][C@H:28]([OH:30])[CH3:29]>>[ClH:1].[Cl:1][C:2]1[CH:21]=[CH:20][C:19]([O:22][CH2:23][CH2:24][NH:26][CH2:27][C@H:28]([OH:30])[CH3:29])=[CH:18][C:3]=1[C:4]([NH:6][CH2:7][C:8]12[CH2:17][CH:12]3[CH2:11][CH:10]([CH2:16][CH:14]([CH2:13]3)[CH2:15]1)[CH2:9]2)=[O:5] |f:2.3|. Procedure: Prepared according to the method of Example 4 using 2-chloro-5-(2-chloroethoxy)-N-(tricyclo[3.3.1.13,7]dec-1-ylmethyl)-benzamide (Example 11a, 0.17 g) and (R)-1-amino-2-propanol (0.11 ml). The reaction mixture was partitioned between ethyl acetate and sodium hydrogencarbonate solution, dried (MgSO4) and concentrated under reduced pressure. The residue was purified by RPHPLC (eluting with 25-95% MeCN in 0.1% AcONH4 aqueous) to give the title compound as the acetate salt. This was converted to the... The reactants are CCc1ccc(C(=O)NN)cc1, CC(=O)O, CO, O=CCCc1ccccc1. The product is CCc1ccc(C(=O)NN=CCCc2ccccc2)cc1. Reaction SMILES: [CH2:1]([CH3:2])[c:3]1[cH:4][cH:5][c:6]([C:7](=[O:8])[NH:9][NH2:10])[cH:11][cH:12]1.[CH3:13][C:14](=[O:15])[OH:16].[CH3:27][OH:28].[CH:17]([CH2:18][CH2:19][c:20]1[cH:21][cH:22][cH:23][cH:24][cH:25]1)=[O:26]>>[CH2:1]([CH3:2])[c:3]1[cH:4][cH:5][c:6]([C:7](=[O:8])[NH:9][N:10]=[CH:17][CH2:18][CH2:19][c:20]2[cH:21][cH:22][cH:23][cH:24][cH:25]2)[cH:11][cH:12]1. Reactants: CC1=C(NC2=C1C(N(CC2)CCN2CCOCC2)=O)C=O (3-methyl-5-(2-morpholin-4-yl-ethyl)-4-oxo-4,5,6,7-tetrahydro-1H-pyrrolo[3,2-c]pyridine-2-carbaldehyde), BrC=1C=C2C(=NC1)NC(C2)=O (5-bromo-1,3-dihydro-pyrrolo[2,3-b]pyridin-2-one). Yields the product BrC=1C=C2C(=NC1)NC(C2=CC2=C(C=1C(N(CCC1N2)CCN2CCOCC2)=O)C)=O (2-(5-bromo-2-oxo-1,2-dihydro-pyrrolo[2,3-b]pyridin-3-ylidenemethyl)-3-methyl-5-(2-morpholin-4-yl-ethyl)-1,5,6,7-tetrahydro-pyrrolo[3,2-c]pyridin-4-one). Isolated yield 33.0%. RXN SMILES: [CH3:1][C:2]1[C:6]2[C:7](=[O:19])[N:8]([CH2:11][CH2:12][N:13]3[CH2:18][CH2:17][O:16][CH2:15][CH2:14]3)[CH2:9][CH2:10][C:5]=2[NH:4][C:3]=1[CH:20]=O.[Br:22][C:23]1[CH:24]=[C:25]2[CH2:31][C:30](=[O:32])[NH:29][C:26]2=[N:27][CH:28]=1>>[Br:22][C:23]1[CH:24]=[C:25]2[C:31](=[CH:20][C:3]3[NH:4][C:5]4[CH2:10][CH2:9][N:8]([CH2:11][CH2:12][N:13]5[CH2:14][CH2:15][O:16][CH2:17][CH2:18]5)[C:7](=[O:19])[C:6]=4[C:2]=3[CH3:1])[C:30](=[O:32])[NH:29][C:26]2=[N:27][CH:28]=1. Procedure: The title compound was prepared under the same conditions as described in Example 13 with 3-methyl-5-(2-morpholin-4-yl-ethyl)-4-oxo-4,5,6,7-tetrahydro-1H-pyrrolo[3,2-c]pyridine-2-carbaldehyde and 5-bromo-1,3-dihydro-pyrrolo[2,3-b]pyridin-2-one (prepared according to Heterocycles, 60 (4), 865-877, 2003) as starting materials to give 2-(5-bromo-2-oxo-1,2-dihydro-pyrrolo[2,3-b]pyridin-3-ylidenemethyl)-3-methyl-5-(2-morpholin-4-yl-ethyl)-1,5,6,7-tetrahydro-pyrrolo[3,2-c]pyridin-4-one (30 mg, 33%) as...